From a dataset of the Open Reaction Database (ORD), a public repository of structured organic reaction records. describe an organic reaction: reactants, conditions, products, and yield The reactants are N=1C=CN2C1C=CC=C2SCC(=O)OCC (ethyl (imidazo[1,2-a]pyridin-5-ylthio)acetate), C1N2CN3CN1CN(C2)C3 (hexamethylenetetramine), C(C)(=O)OCC (ethyl acetate). Run in C(C)(=O)O (acetic acid). Reaction conditions: time 1 hour. Product: N=1C=C2C=C(SC3=CC=CC1N23)C(=O)OCC (ethyl 5-thia-1,8b-diazaacenaphthylene-4-carboxylate). Isolated yield 78.1%. RXN SMILES: [N:1]1[CH:2]=[CH:3][N:4]2[C:9]([S:10][CH2:11][C:12]([O:14][CH2:15][CH3:16])=[O:13])=[CH:8][CH:7]=[CH:6][C:5]=12.[CH2:17]1N2CN3CN(C2)CN1C3.C(OCC)(=O)C>C(O)(=O)C>[N:1]1[CH:2]=[C:3]2[N:4]3[C:9](=[CH:8][CH:7]=[CH:6][C:5]=13)[S:10][C:11]([C:12]([O:14][CH2:15][CH3:16])=[O:13])=[CH:17]2. Procedure details: To a solution of ethyl (imidazo[1,2-a]pyridin-5-ylthio)acetate (11.8 g) in acetic acid (120 ml) was added hexamethylenetetramine (14.0 g) and the mixture was reacted at 90° C. for 10 hours. After this reaction mixture was allowed to cool, ethyl acetate (360 ml) was added and the mixture was washed with water. The organic layer was neutralized with 30% aqueous solution of sodium hydroxide under ice-cooling and washed again with water. The organic layer was concentrated and n-hexane (100 ml) was a... The reactants are C12(CC3CC(CC(C1)C3)C2)CCOC=2C=C(C=CC2)C[C@@H](C)NC(OC(C)(C)C)=O (tert-butyl ((1R)-2-{3-[2-(1-adamantyl)ethoxy]phenyl}-1-methylethyl)carbamate), Intermediate 8. The solvent is Cl (hydrogen chloride). The product is C12(CC3CC(CC(C1)C3)C2)CCOC=2C=C(C=CC2)C[C@@H](C)N (((1R)-2-{3-[2-(1-adamantyl)ethoxy]phenyl}-1-methylethyl)-amine). As a reaction SMILES: [C:1]12([CH2:11][CH2:12][O:13][C:14]3[CH:15]=[C:16]([CH2:20][C@H:21]([NH:23]C(=O)OC(C)(C)C)[CH3:22])[CH:17]=[CH:18][CH:19]=3)[CH2:10][CH:5]3[CH2:6][CH:7]([CH2:9][CH:3]([CH2:4]3)[CH2:2]1)[CH2:8]2>Cl>[C:1]12([CH2:11][CH2:12][O:13][C:14]3[CH:15]=[C:16]([CH2:20][C@H:21]([NH2:23])[CH3:22])[CH:17]=[CH:18][CH:19]=3)[CH2:10][CH:5]3[CH2:6][CH:7]([CH2:9][CH:3]([CH2:4]3)[CH2:2]1)[CH2:8]2. Procedure: Obtained from Intermediate 65 (5.8 g, 14 mmol) and hydrogen chloride (4M in dioxane, 20 mL) by the same procedure described in Intermediate 8. The crude obtained was purified by column chromatography with silica gel, eluting with methylen chloride/methanol/ammonium (40:4:0.2) and the title compound was obtained (2.5 g, 58%). MS (M+): 314. Yields the product CC(=O)Nc1c(C)ccc(C(=O)O)c1[N+](=O)[O-]. Reactants: CC(=O)Nc1cc(C(=O)O)ccc1C, O, O=[N+]([O-])O. RXN SMILES: [C:1]([CH3:2])(=[O:3])[NH:4][c:5]1[cH:6][c:7]([C:8](=[O:9])[OH:10])[cH:11][cH:12][c:13]1[CH3:14].[OH2:19].[OH:15][N+:16]([O-:17])=[O:18]>>[C:1]([CH3:2])(=[O:3])[NH:4][c:5]1[c:6]([N+:16](=[O:15])[O-:17])[c:7]([C:8](=[O:9])[OH:10])[cH:11][cH:12][c:13]1[CH3:14]. Procedure details: The procedure of Example 1 is repeated using 23.84 grams of 2,6-di-tert-butyl-4-mercaptophenol, 14.41 grams of dimethyl maleate, and 0.5 grams of triethylamine. The product is recrystallized from heptane to give 30.44 grams (80% yield) of white solid, m.p. 94°-96° C. RXN SMILES: [C:1]([C:5]1[CH:10]=[C:9]([SH:11])[CH:8]=[C:7]([C:12]([CH3:15])([CH3:14])[CH3:13])[C:6]=1[OH:16])([CH3:4])([CH3:3])[CH3:2].[C:17]([O:25][CH3:26])(=[O:24])/[CH:18]=[CH:19]\[C:20]([O:22][CH3:23])=[O:21]>C(N(CC)CC)C>[C:1]([C:5]1[CH:10]=[C:9]([S:11][CH:19]([CH2:18][C:17]([O:25][CH3:26])=[O:24])[C:20]([O:22][CH3:23])=[O:21])[CH:8]=[C:7]([C:12]([CH3:15])([CH3:14])[CH3:13])[C:6]=1[OH:16])([CH3:4])([CH3:3])[CH3:2]. Yields the product C(C)(C)(C)C=1C=C(C=C(C1O)C(C)(C)C)SC(C(=O)OC)CC(=O)OC (Dimethyl 2-(3,5-di-tert-butyl-4-hydroxyphenylthio)succinate). Reagents/catalysts: C(C)N(CC)CC (triethylamine). The reactants are C(C)(C)(C)C1=C(C(=CC(=C1)S)C(C)(C)C)O (2,6-di-tert-butyl-4-mercaptophenol), C(\C=C/C(=O)OC)(=O)OC (dimethyl maleate). The yield is 79.6%. As a reaction SMILES: Cl[C:2]1[C:7]([C:8]#[N:9])=[CH:6][CH:5]=[CH:4][N:3]=1.[N+:10]([C:13]1[CH:14]=[C:15](B(O)O)[CH:16]=[CH:17][CH:18]=1)([O-:12])=[O:11].C(=O)([O-])[O-].[Na+].[Na+]>COCCOC.C(OCC)(=O)C.[Pd].C1(P(C2C=CC=CC=2)C2C=CC=CC=2)C=CC=CC=1.C1(P(C2C=CC=CC=2)C2C=CC=CC=2)C=CC=CC=1.C1(P(C2C=CC=CC=2)C2C=CC=CC=2)C=CC=CC=1.C1(P(C2C=CC=CC=2)C2C=CC=CC=2)C=CC=CC=1>[C:8]([C:7]1[C:2]([C:17]2[CH:18]=[C:13]([N+:10]([O-:12])=[O:11])[CH:14]=[CH:15][CH:16]=2)=[N:3][CH:4]=[CH:5][CH:6]=1)#[N:9] |f:2.3.4,7.8.9.10.11|. The solvent is COCCOC (1,2-dimethoxyethane), C(C)(=O)OCC (ethyl acetate). Reagents/catalysts: [Pd].C1(=CC=CC=C1)P(C1=CC=CC=C1)C1=CC=CC=C1.C1(=CC=CC=C1)P(C1=CC=CC=C1)C1=CC=CC=C1.C1(=CC=CC=C1)P(C1=CC=CC=C1)C1=CC=CC=C1.C1(=CC=CC=C1)P(C1=CC=CC=C1)C1=CC=CC=C1 (tetrakis(triphenylphosphine)-palladium). Product: C(#N)C=1C(=NC=CC1)C=1C=C(C=CC1)[N+](=O)[O-] (3-(3-cyanopyridin-2-yl)nitrobenzene). Reactants: ClC1=NC=CC=C1C#N (2-chloro-3-cyanopyridine), [N+](=O)([O-])C=1C=C(C=CC1)B(O)O (3-nitrophenylboronic acid), aqueous solution, C([O-])([O-])=O.[Na+].[Na+] (sodium carbonate). Reaction conditions: temperature 80 celsius, time 24 hour. Yield: 26.1%. Procedure: To a suspension of 2-chloro-3-cyanopyridine (0.693 g), 3-nitrophenylboronic acid (1.09 g) and tetrakis(triphenylphosphine)-palladium (289 mg) in 1,2-dimethoxyethane (20 ml) was added 2M aqueous solution of sodium carbonate (6.5 ml). The mixture was stirred at 80° C. for 24 hours under a nitrogen atmosphere, then cooled to room temperature and diluted with ethyl acetate. The organic layer was separated, washed with water and brine and dried over sodium sulfate. The solvent was evaporated under re... Reactants: NCCOCCN1C(=NC=2C(=NC=3C=CC=CC3C21)N)CCOC (1-[2-(2-Aminoethoxy)ethyl]-2-(2-methoxyethyl)-1H-imidazo[4,5-c]quinolin-4-amine), [OH-].[Na+] (NaOH). Reagents/catalysts: O=[Pt]=O (PtO2), O=[Pt]=O (PtO2). The solvent is FC(C(=O)O)(F)F (trifluoroacetic acid), O (H2O). Run at time 4 day. Product: NCCOCCN1C(=NC=2C(=NC=3CCCCC3C21)N)CCOC (1-[2-(2-aminoethoxy)ethyl]-2-(2-methoxyethyl)-6,7,8,9-tetrahydro-1H-imidazo[4,5-c]quinolin-4-amine). The yield is 56.8%. As a reaction SMILES: [NH2:1][CH2:2][CH2:3][O:4][CH2:5][CH2:6][N:7]1[C:19]2[C:18]3[CH:17]=[CH:16][CH:15]=[CH:14][C:13]=3[N:12]=[C:11]([NH2:20])[C:10]=2[N:9]=[C:8]1[CH2:21][CH2:22][O:23][CH3:24].[OH-].[Na+]>FC(F)(F)C(O)=O.O.O=[Pt]=O>[NH2:1][CH2:2][CH2:3][O:4][CH2:5][CH2:6][N:7]1[C:19]2[C:18]3[CH2:17][CH2:16][CH2:15][CH2:14][C:13]=3[N:12]=[C:11]([NH2:20])[C:10]=2[N:9]=[C:8]1[CH2:21][CH2:22][O:23][CH3:24] |f:1.2|. Reported procedure: 1-[2-(2-Aminoethoxy)ethyl]-2-(2-methoxyethyl)-1H-imidazo[4,5-c]quinolin-4-amine (10.0 g, 27.3 mmol) was dissolved in 50 mL of trifluoroacetic acid and treated with PtO2 (1.0 g). The reaction mixture was shaken under H2 (3 Kg/cm2). After 4 d, an additional 0.5 g of PtO2 was added and hydrogenation was continued for an additional 3 d. The reaction was then filtered through Celite and concentrated under reduced pressure to give a brown oil. The oil was dissolved in 200 mL of H2O then made basic (pH...